Dataset: the Open Reaction Database (ORD), a public repository of structured organic reaction records. Task: describe an organic reaction: reactants, conditions, products, and yield The reactants are C1(=CC=CC=C1)C1=C(C=CC=C1)S(=O)(=O)N (2-phenylbenzenesulfonamide), ice water, Cl (hydrochloric acid), [H-].[Na+] (Sodium hydride), C(OC1=CC=CC=C1)(OC1=CC=CC=C1)=O (diphenyl carbonate). Solvent: CN(C=O)C (dimethylformamide), CN(C=O)C (dimethylformamide). Run at time 1 hour. Yields the product C1(=C(C=CC=C1)S(=O)(=O)NC(OC1=CC=CC=C1)=O)C1=CC=CC=C1 (phenyl N-(2-biphenylylsulfonyl)carbamate). Yield: 99.2%. RXN SMILES: [H-].[Na+].[C:3]1([C:9]2[CH:14]=[CH:13][CH:12]=[CH:11][C:10]=2[S:15]([NH2:18])(=[O:17])=[O:16])[CH:8]=[CH:7][CH:6]=[CH:5][CH:4]=1.[C:19](=O)([O:27]C1C=CC=CC=1)[O:20][C:21]1[CH:26]=[CH:25][CH:24]=[CH:23][CH:22]=1.Cl>CN(C)C=O>[C:9]1([C:3]2[CH:4]=[CH:5][CH:6]=[CH:7][CH:8]=2)[CH:14]=[CH:13][CH:12]=[CH:11][C:10]=1[S:15]([NH:18][C:19](=[O:27])[O:20][C:21]1[CH:26]=[CH:25][CH:24]=[CH:23][CH:22]=1)(=[O:16])=[O:17] |f:0.1|. Procedure: Sodium hydride (2.6 g) was added to dry dimethylformamide (200 ml), and at less than 10° C., a solution of 2-phenylbenzenesulfonamide (23.3 g) in dimethylformamide (50 ml) was added. The mixture was then stirred at room temperature for 1 hour, and diphenyl carbonate (21.4 g) was added at room temperature. The mixture was further stirred at room temperature for 1 hour. Then, after the whole mixture was added to ice water, the mixture was acidified with hydrochloric acid and extracted with ethyl a... Reactants: BrC1=C(C=CC(=C1)F)S(=O)(=O)NC1=C(C=2OCC=3N(C2C=C1)C=CN3)C(=O)OC (methyl 7-(2-bromo-4-fluorobenzenesulfonylamino)-4H-5-oxa-3,9b-diazacyclopenta[a]naphthalene-6-carboxylate), BrC1=C(C=CC(=C1)F)S(=O)(=O)NC1=C(C=2OCC=3N(C2C=C1)C=CN3)C(=O)OC (methyl 7-(2-bromo-4-fluorobenzenesulfonylamino)-4H-5-oxa-3,9b-diazacyclopenta[a]naphthalene-6-carboxylate), C(C)N(C\C=C/[Sn](CCCC)(CCCC)CCCC)CC (N,N-diethyl-N—((Z)-1-tributylstannanylprop-1-en-3-yl)-amine), C(C)N(C\C=C/[Sn](CCCC)(CCCC)CCCC)CC (N,N-diethyl-N—((Z)-1-tributylstannanylprop-1-en-3-yl)-amine), F[B-](F)(F)F.C(C)(C)(C)[PH+](C(C)(C)C)C(C)(C)C (tri-tert-butylphosphonium tetrafluoroborate). Reagents/catalysts: C=1C=CC(=CC1)/C=C/C(=O)/C=C/C2=CC=CC=C2.C=1C=CC(=CC1)/C=C/C(=O)/C=C/C2=CC=CC=C2.C=1C=CC(=CC1)/C=C/C(=O)/C=C/C2=CC=CC=C2.[Pd].[Pd] (tris-(dibenzylideneacetone)dipalladium (0)). The solvent is O1CCOCC1 (dioxane), CS(=O)C (DMSO). Reaction conditions: temperature 95 celsius. Yields the product C(C)N(C\C=C/C1=C(C=CC(=C1)F)S(=O)(=O)NC1=C(C=2OCC=3N(C2C=C1)C=CN3)C(=O)OC)CC (methyl 7-[2-((Z)-3-diethylaminoprop-1-enyl)-4-fluorobenzenesulfonylamino]-4H-5-oxa-3,9b-diaza-cyclopenta[a]naphthalene-6-carboxylate). Isolated yield 24.8%. As a reaction SMILES: Br[C:2]1[CH:7]=[C:6]([F:8])[CH:5]=[CH:4][C:3]=1[S:9]([NH:12][C:13]1[CH:22]=[CH:21][C:20]2[N:19]3[CH:23]=[CH:24][N:25]=[C:18]3[CH2:17][O:16][C:15]=2[C:14]=1[C:26]([O:28][CH3:29])=[O:27])(=[O:11])=[O:10].[CH2:30]([N:32]([CH2:49][CH3:50])[CH2:33]/[CH:34]=[CH:35]\[Sn](CCCC)(CCCC)CCCC)[CH3:31].F[B-](F)(F)F.C([PH+](C(C)(C)C)C(C)(C)C)(C)(C)C>O1CCOCC1.CS(C)=O.C1C=CC(/C=C/C(/C=C/C2C=CC=CC=2)=O)=CC=1.C1C=CC(/C=C/C(/C=C/C2C=CC=CC=2)=O)=CC=1.C1C=CC(/C=C/C(/C=C/C2C=CC=CC=2)=O)=CC=1.[Pd].[Pd]>[CH2:30]([N:32]([CH2:49][CH3:50])[CH2:33]/[CH:34]=[CH:35]\[C:2]1[CH:7]=[C:6]([F:8])[CH:5]=[CH:4][C:3]=1[S:9]([NH:12][C:13]1[CH:22]=[CH:21][C:20]2[N:19]3[CH:23]=[CH:24][N:25]=[C:18]3[CH2:17][O:16][C:15]=2[C:14]=1[C:26]([O:28][CH3:29])=[O:27])(=[O:11])=[O:10])[CH3:31] |f:2.3,6.7.8.9.10|. Procedure: A mixture of methyl 7-(2-bromo-4-fluorobenzenesulfonylamino)-4H-5-oxa-3,9b-diazacyclopenta[a]naphthalene-6-carboxylate (Intermediate 25, 0.598 g), N,N-diethyl-N—((Z)-1-tributylstannanylprop-1-en-3-yl)-amine (Intermediate 3, 0.997 g), tris-(dibenzylideneacetone)dipalladium (0) (0.057 g) and tri-tert-butylphosphonium tetrafluoroborate (0.036 g) in dioxane (15 mL) and DMSO (1.5 mL) was de-gassed and purged with nitrogen then heated to 95° C. under an atmosphere of nitrogen for 2 hours. Further amou... Reactants: CCOC(=O)CC(C)=O, [Cl-], [Cl-], O=C(Cl)C(=O)Cl, CC(Oc1ccc(Oc2ccc(C(F)(F)F)cc2)cc1)C(=O)O, CC(Oc1ccc(Oc2ccc(C(F)(F)F)cc2)cc1)C(=O)O, [Na], CN(C)C=O. Product: CCOC(=O)C(C(C)=O)C(=O)C(C)Oc1ccc(Oc2ccc(C(F)(F)F)cc2)cc1. RXN SMILES: [C:56]([CH2:57][C:58](=[O:59])[CH3:60])(=[O:61])[O:62][CH2:63][CH3:64].[Cl-:1].[Cl-:54].[Cl:48][C:49]([C:50]([Cl:51])=[O:52])=[O:53].[F:25][C:26]([F:27])([F:28])[c:29]1[cH:30][cH:31][c:32]([O:33][c:34]2[cH:35][cH:36][c:37]([O:38][CH:39]([CH3:40])[C:41]([OH:42])=[O:43])[cH:44][cH:45]2)[cH:46][cH:47]1.[F:2][C:3]([c:4]1[cH:5][cH:6][c:7]([O:8][c:9]2[cH:10][cH:11][c:12]([O:13][CH:14]([C:15](=[O:16])[OH:17])[CH3:18])[cH:19][cH:20]2)[cH:21][cH:22]1)([F:23])[F:24].[Na:55].[O:65]=[CH:66][N:67]([CH3:68])[CH3:69]>>[F:2][C:3]([c:4]1[cH:5][cH:6][c:7]([O:8][c:9]2[cH:10][cH:11][c:12]([O:13][CH:14]([C:15](=[O:16])[CH:57]([C:56](=[O:61])[O:62][CH2:63][CH3:64])[C:58](=[O:59])[CH3:60])[CH3:18])[cH:19][cH:20]2)[cH:21][cH:22]1)([F:23])[F:24]. Reactants: C1(CC1)[Mg]Br (Cyclopropylmagnesium bromide), FC(C(=O)C1=CN=C(S1)S)(F)F (2,2,2-trifluoro-1-(2-mercapto-1,3-thiazol-5-yl)ethanone), [NH4+].[Cl-] (NH4Cl). Solvent: C1CCOC1 (THF). Run at time 1 hour. Yields the product C1(CC1)C(C(F)(F)F)(O)C1=CN=C(S1)S ((±)-1-Cyclopropyl-2,2,2-trifluoro-1-(2-mercapto-1,3-thiazol-5-yl)ethanol). As a reaction SMILES: [CH:1]1([Mg]Br)[CH2:3][CH2:2]1.[F:6][C:7]([F:17])([F:16])[C:8]([C:10]1[S:14][C:13]([SH:15])=[N:12][CH:11]=1)=[O:9].[NH4+].[Cl-]>C1COCC1>[CH:1]1([C:8]([C:10]2[S:14][C:13]([SH:15])=[N:12][CH:11]=2)([OH:9])[C:7]([F:16])([F:6])[F:17])[CH2:3][CH2:2]1 |f:2.3|. Reported procedure: Cyclopropylmagnesium bromide (0.5 M in THF, 7.00 mL, 3.52 mmol) was added dropwise to solution of 2,2,2-trifluoro-1-(2-mercapto-1,3-thiazol-5-yl)ethanone (0.300 g, 1.41 mmol) in THF(3 mL) at 0° C. After 1 h, saturated aqueous NH4Cl was added and the aqueous layer was extracted with EtOAc (3×). The combined organics were washed with brine, dried (Na2SO4) and concentrated. The residue was purified by chromatography on silica gel (toluene/acetone; 85:15) to yield the title compound. The product is C(C#C)C1(SCCCS1)C1=CC=CC=C1 (2-(Prop-2-ynyl)-2-phenyl-1,3-dithiane). As a reaction SMILES: C(O)(=O)C(O)=O.C(N(CC)C[C:11]#[C:12][CH2:13][C:14]1([C:20]2[CH:25]=[CH:24][CH:23]=[CH:22][CH:21]=2)[S:19][CH2:18][CH2:17][CH2:16][S:15]1)C.C(O)(=O)C(O)=O.COC1C=C(CCC(NC)C#CCC2(C3C=CC=CC=3)SCCCS2)C=CC=1OC>>[CH2:13]([C:14]1([C:20]2[CH:25]=[CH:24][CH:23]=[CH:22][CH:21]=2)[S:19][CH2:18][CH2:17][CH2:16][S:15]1)[C:12]#[CH:11] |f:0.1,2.3|. Procedure details: Also prepared by this general method were: 2-(4-diethylaminobut-2-ynyl)-2-phenyl-1,3-dithiane oxalate, mp 144°-146° C., and 2-[4-[2-(3,4-dimethoxyphenyl)ethyl]methylaminobut-2-ynyl]-2-phenyl-1,3-dithiane oxalate, mp 144°-146° C. Reactants: C(C(=O)O)(=O)O.C(C)N(CC#CCC1(SCCCS1)C1=CC=CC=C1)CC (2-(4-diethylaminobut-2-ynyl)-2-phenyl-1,3-dithiane oxalate), C(C(=O)O)(=O)O.COC=1C=C(C=CC1OC)CCC(C#CCC1(SCCCS1)C1=CC=CC=C1)NC (2-[4-[2-(3,4-dimethoxyphenyl)ethyl]methylaminobut-2-ynyl]-2-phenyl-1,3-dithiane oxalate).